From a dataset of the Open Reaction Database (ORD), a public repository of structured organic reaction records. describe an organic reaction: reactants, conditions, products, and yield Reaction SMILES: [N:1]1([CH2:7][C:8]2[N:13]=[C:12]([C:14]3[CH:27]=[CH:26][C:17]([CH2:18][N:19]4[CH2:23][C:22](=[O:24])[NH:21][C:20]4=[O:25])=[CH:16][CH:15]=3)[CH:11]=[CH:10][CH:9]=2)[CH2:6][CH2:5][CH2:4][CH2:3][CH2:2]1.C(=O)([O-])[O-].[K+].[K+].Br[CH2:35][CH2:36][C:37]([F:40])([F:39])[F:38]>CN(C=O)C>[N:1]1([CH2:7][C:8]2[N:13]=[C:12]([C:14]3[CH:27]=[CH:26][C:17]([CH2:18][N:19]4[CH2:23][C:22](=[O:24])[N:21]([CH2:35][CH2:36][C:37]([F:40])([F:39])[F:38])[C:20]4=[O:25])=[CH:16][CH:15]=3)[CH:11]=[CH:10][CH:9]=2)[CH2:2][CH2:3][CH2:4][CH2:5][CH2:6]1 |f:1.2.3|. Isolated yield 32.9%. Starting materials: N1(CCCCC1)CC1=CC=CC(=N1)C1=CC=C(CN2C(NC(C2)=O)=O)C=C1 (1-(4-(6-Piperidin-1-ylmethyl-pyridin-2-yl)benzyl)imidazolidine-2,4-dione), C([O-])([O-])=O.[K+].[K+] (potassium carbonate), BrCCC(F)(F)F (3-bromo-1,1,1-trifluoropropane). Yields the product N1(CCCCC1)CC1=CC=CC(=N1)C1=CC=C(CN2C(N(C(C2)=O)CCC(F)(F)F)=O)C=C1 (1-(4-(6-(Piperidin-1-ylmethyl)pyridin-2-yl)benzyl)-3-(3,3,3-trifluoro-propyl)imidazolidine-2,4-dione). Solvent: CN(C)C=O (DMF). Reported procedure: A solution of 1-(4-(6-Piperidin-1-ylmethyl-pyridin-2-yl)benzyl)imidazolidine-2,4-dione (example 134) (120 mg, 0.33 mmol), potassium carbonate (137 mg, 0.99 mmol) and 3-bromo-1,1,1-trifluoropropane (117 mg, 0.66 mmol) in DMF (2.5 ml) was stirred during 17 h at 50° C. After cooling to room temperature the reaction mixture was quenched by the addition of water. The product was extracted into ethylacetate and the combined organic phases were washed with brine, dried over sodium sulfate and concentra...